From a dataset of the Open Reaction Database (ORD), a public repository of structured organic reaction records. describe an organic reaction: reactants, conditions, products, and yield Reactants: C(C)(C)(C)N1N=CC(=C1C1=CC=C(C=C1)F)C=1SC=C(N1)CC(=O)O (2-(2-(1-tert-butyl-5-(4-fluorophenyl)-1H-pyrazol-4-yl)thiazol-4-yl)acetic acid), NC1CCOCC1 (4-aminotetrahydropyran). Product: C(C)(C)(C)N1N=CC(=C1C1=CC=C(C=C1)F)C=1SC=C(N1)CC(=O)NC1CCOCC1 (2-{2-[1-tert-butyl-5-(4-fluorophenyl)-1H-pyrazol-4-yl]-1,3-thiazol-4-yl}-N-(tetrahydro-2H-pyran-4-yl)acetamide). RXN SMILES: [C:1]([N:5]1[C:9]([C:10]2[CH:15]=[CH:14][C:13]([F:16])=[CH:12][CH:11]=2)=[C:8]([C:17]2[S:18][CH:19]=[C:20]([CH2:22][C:23]([OH:25])=O)[N:21]=2)[CH:7]=[N:6]1)([CH3:4])([CH3:3])[CH3:2].[NH2:26][CH:27]1[CH2:32][CH2:31][O:30][CH2:29][CH2:28]1>>[C:1]([N:5]1[C:9]([C:10]2[CH:11]=[CH:12][C:13]([F:16])=[CH:14][CH:15]=2)=[C:8]([C:17]2[S:18][CH:19]=[C:20]([CH2:22][C:23]([NH:26][CH:27]3[CH2:32][CH2:31][O:30][CH2:29][CH2:28]3)=[O:25])[N:21]=2)[CH:7]=[N:6]1)([CH3:4])([CH3:2])[CH3:3]. Procedure: Using 2-(2-(1-tert-butyl-5-(4-fluorophenyl)-1H-pyrazol-4-yl)thiazol-4-yl)acetic acid and 4-aminotetrahydropyran and by reaction and purification in the same manner as in the method described in Example 1, step 7, the title compound was obtained. Reported procedure: 3.86 g (168 mmol) of sodium metal were dissolved in 106 ml of anhydrousethanol. 36.35 g (168 mmol) of diethyl acetamidomalonate dissolved in 225 ml of anhydrous ethanol were added and the mixture was heated under refluxfor 10 minutes. 22.66 g (168 mmol) of (E)-1-bromo-2-butene were added dropwise at room temperature and the mixture was stirred overnight and then evaporated to dryness under a vacuum. The residue was partitioned between ethyl acetate and 0.1M hydrochloric acid. The organic phase w... The solvent is C(C)O (ethanol). Isolated yield 87.8%. Starting materials: [Na] (sodium), C(C)(=O)NC(C(=O)OCC)C(=O)OCC (diethyl acetamidomalonate), BrC\C=C\C ((E)-1-bromo-2-butene). Conditions: time 8 hour. The product is C(C)(=O)NC(C(=O)OCC)(C(=O)OCC)C\C=C\C (diethyl (E)-2-acetamido-2-(2-butenyl)malonate). As a reaction SMILES: [Na].[C:2]([NH:5][CH:6]([C:12]([O:14][CH2:15][CH3:16])=[O:13])[C:7]([O:9][CH2:10][CH3:11])=[O:8])(=[O:4])[CH3:3].Br[CH2:18]/[CH:19]=[CH:20]/[CH3:21]>C(O)C>[C:2]([NH:5][C:6]([CH2:18]/[CH:19]=[CH:20]/[CH3:21])([C:12]([O:14][CH2:15][CH3:16])=[O:13])[C:7]([O:9][CH2:10][CH3:11])=[O:8])(=[O:4])[CH3:3] |^1:0|. The reactants are O=C([O-])[O-], CC(=O)Cl, [K+], [K+], Nc1ccc(C(=O)NC2CN(C3CCCCC3)CC2O)cc1, C1CCOC1. The product is CC(=O)Nc1ccc(C(=O)NC2CN(C3CCCCC3)CC2O)cc1. As a reaction SMILES: [C:23](=[O:24])([O-:25])[O-:26].[CH3:29][C:30]([Cl:31])=[O:32].[K+:27].[K+:28].[NH2:1][c:2]1[cH:3][cH:4][c:5]([C:6](=[O:7])[NH:8][CH:9]2[CH2:10][N:11]([CH:15]3[CH2:16][CH2:17][CH2:18][CH2:19][CH2:20]3)[CH2:12][CH:13]2[OH:14])[cH:21][cH:22]1.[O:33]1[CH2:34][CH2:35][CH2:36][CH2:37]1>>[NH:1]([c:2]1[cH:3][cH:4][c:5]([C:6](=[O:7])[NH:8][CH:9]2[CH2:10][N:11]([CH:15]3[CH2:16][CH2:17][CH2:18][CH2:19][CH2:20]3)[CH2:12][CH:13]2[OH:14])[cH:21][cH:22]1)[C:30]([CH3:29])=[O:32]. Reactants: CCOCC, OC(c1ccccc1)(c1ccccc1)C1CC1, Cl. The product is ClCCC=C(c1ccccc1)c1ccccc1. RXN SMILES: [CH3:19][CH2:20][O:21][CH2:22][CH3:23].[CH:1]1([C:4]([OH:5])([c:6]2[cH:7][cH:8][cH:9][cH:10][cH:11]2)[c:12]2[cH:13][cH:14][cH:15][cH:16][cH:17]2)[CH2:2][CH2:3]1.[ClH:18]>>[CH:1]([CH2:2][CH2:3][Cl:18])=[C:4]([c:6]1[cH:7][cH:8][cH:9][cH:10][cH:11]1)[c:12]1[cH:13][cH:14][cH:15][cH:16][cH:17]1.